From a dataset of the Open Reaction Database (ORD), a public repository of structured organic reaction records. describe an organic reaction: reactants, conditions, products, and yield Reactants: COC(CC=1C=C(C(=CC1)OC)C1=C(C=C(C=C1)C(F)(F)F)CNCC)=O ((2′-ethylaminomethyl-6-methoxy-4′-trifluoromethyl-biphenyl-3-yl)-acetic acid methyl ester), ClC(=O)OCC1=CC=CC=C1 (benzyl chloroformate). Yields the product C(C1=CC=CC=C1)OC(=O)N(CC)CC1=C(C=CC(=C1)C(F)(F)F)C1=CC(=CC=C1OC)CC(=O)O ({2′-[(Benzyloxycarbonyl-ethyl-amino)-methyl]-6-methoxy-4′-trifluoromethyl-biphenyl-3-yl}-acetic acid). As a reaction SMILES: C[O:2][C:3](=[O:27])[CH2:4][C:5]1[CH:6]=[C:7]([C:13]2[CH:18]=[CH:17][C:16]([C:19]([F:22])([F:21])[F:20])=[CH:15][C:14]=2[CH2:23][NH:24][CH2:25][CH3:26])[C:8]([O:11][CH3:12])=[CH:9][CH:10]=1.Cl[C:29]([O:31][CH2:32][C:33]1[CH:38]=[CH:37][CH:36]=[CH:35][CH:34]=1)=[O:30]>>[CH2:32]([O:31][C:29]([N:24]([CH2:23][C:14]1[CH:15]=[C:16]([C:19]([F:21])([F:22])[F:20])[CH:17]=[CH:18][C:13]=1[C:7]1[C:8]([O:11][CH3:12])=[CH:9][CH:10]=[C:5]([CH2:4][C:3]([OH:27])=[O:2])[CH:6]=1)[CH2:25][CH3:26])=[O:30])[C:33]1[CH:38]=[CH:37][CH:36]=[CH:35][CH:34]=1. Reported procedure: {2′-[(Benzyloxycarbonyl-ethyl-amino)-methyl]-6-methoxy-4′-trifluoromethyl-biphenyl-3-yl}-acetic acid (Compound 1-28) was prepared by following the procedures of Example 7 and using (2′-ethylaminomethyl-6-methoxy-4′-trifluoromethyl-biphenyl-3-yl)-acetic acid methyl ester and benzyl chloroformate. Starting materials: CN(C)C=O, CCCC[Sn](C=C(C)C)(CCCC)CCCC, CCN(C(C)C)C(C)C, [Cl-], [Li+], Nc1cnc(Br)cn1, c1ccc(P(c2ccccc2)(c2ccccc2)[Pd](P(c2ccccc2)(c2ccccc2)c2ccccc2)(P(c2ccccc2)(c2ccccc2)c2ccccc2)P(c2ccccc2)(c2ccccc2)c2ccccc2)cc1. The product is CC(C)=Cc1cnc(N)cn1. As a reaction SMILES: [CH3:37][N:38]([CH3:39])[CH:40]=[O:41].[CH:1](=[C:2]([CH3:3])[CH3:4])[Sn:5]([CH2:6][CH2:7][CH2:8][CH3:9])([CH2:10][CH2:11][CH2:12][CH3:13])[CH2:14][CH2:15][CH2:16][CH3:17].[CH:26]([N:27]([CH2:28][CH3:29])[CH:30]([CH3:31])[CH3:32])([CH3:33])[CH3:34].[Cl-:36].[Li+:35].[NH2:18][c:19]1[n:20][cH:21][c:22]([Br:25])[n:23][cH:24]1.[cH:42]1[cH:43][cH:44][c:45]([P:46]([Pd:47]([P:48]([c:49]2[cH:50][cH:51][cH:52][cH:53][cH:54]2)([c:55]2[cH:56][cH:57][cH:58][cH:59][cH:60]2)[c:61]2[cH:62][cH:63][cH:64][cH:65][cH:66]2)([P:67]([c:68]2[cH:69][cH:70][cH:71][cH:72][cH:73]2)([c:74]2[cH:75][cH:76][cH:77][cH:78][cH:79]2)[c:80]2[cH:81][cH:82][cH:83][cH:84][cH:85]2)[P:86]([c:87]2[cH:88][cH:89][cH:90][cH:91][cH:92]2)([c:93]2[cH:94][cH:95][cH:96][cH:97][cH:98]2)[c:99]2[cH:100][cH:101][cH:102][cH:103][cH:104]2)([c:105]2[cH:106][cH:107][cH:108][cH:109][cH:110]2)[c:111]2[cH:112][cH:113][cH:114][cH:115][cH:116]2)[cH:117][cH:118]1>>[CH:1](=[C:2]([CH3:3])[CH3:4])[c:22]1[cH:21][n:20][c:19]([NH2:18])[cH:24][n:23]1. Reactants: N1(CCOCC1)C1=CC(=C(C=C1)N)[N+](=O)[O-] (4-morpholin-4-yl-2-nitro-phenylamine), ClC1=CC(=NC=N1)N(C(=O)N(COCC[Si](C)(C)C)C1=C(C(=CC(=C1Cl)OC)OC)Cl)C (1-(6-chloro-pyrimidin-4-yl)-3-(2,6-dichloro-3,5-dimethoxy-phenyl)-1-methyl-3-(2-trimethylsilanyl-ethoxymethyl)-urea), CC1(C2=C(C(=CC=C2)P(C3=CC=CC=C3)C4=CC=CC=C4)OC5=C(C=CC=C51)P(C6=CC=CC=C6)C7=CC=CC=C7)C (Xantphos), C(=O)([O-])[O-].[Cs+].[Cs+] (Cs2CO3). Reagents/catalysts: C=1C=CC(=CC1)/C=C/C(=O)/C=C/C2=CC=CC=C2.C=1C=CC(=CC1)/C=C/C(=O)/C=C/C2=CC=CC=C2.C=1C=CC(=CC1)/C=C/C(=O)/C=C/C2=CC=CC=C2.[Pd].[Pd] (Pd2(dba)3). Run in C1(=CC=CC=C1)C (toluene). Reaction conditions: temperature 100 celsius. Yields the product ClC1=C(C(=C(C=C1OC)OC)Cl)N(C(=O)N(C1=NC=NC(=C1)NC1=C(C=C(C=C1)N1CCOCC1)[N+](=O)[O-])C)COCC[Si](C)(C)C (1-(2,6-Dichloro-3,5-dimethoxy-phenyl)-3-methyl-3-[6-(4-morpholin-4-yl-2-nitro-phenylamino)-pyrimidin-4-yl]-1-(2-trimethylsilanyl-ethoxymethyl)-urea). Yield: 51.7%. RXN SMILES: [N:1]1([C:7]2[CH:12]=[CH:11][C:10]([NH2:13])=[C:9]([N+:14]([O-:16])=[O:15])[CH:8]=2)[CH2:6][CH2:5][O:4][CH2:3][CH2:2]1.Cl[C:18]1[N:23]=[CH:22][N:21]=[C:20]([N:24]([CH3:48])[C:25]([N:27]([C:36]2[C:41]([Cl:42])=[C:40]([O:43][CH3:44])[CH:39]=[C:38]([O:45][CH3:46])[C:37]=2[Cl:47])[CH2:28][O:29][CH2:30][CH2:31][Si:32]([CH3:35])([CH3:34])[CH3:33])=[O:26])[CH:19]=1.CC1(C)C2C(=C(P(C3C=CC=CC=3)C3C=CC=CC=3)C=CC=2)OC2C(P(C3C=CC=CC=3)C3C=CC=CC=3)=CC=CC1=2.C([O-])([O-])=O.[Cs+].[Cs+]>C1(C)C=CC=CC=1.C1C=CC(/C=C/C(/C=C/C2C=CC=CC=2)=O)=CC=1.C1C=CC(/C=C/C(/C=C/C2C=CC=CC=2)=O)=CC=1.C1C=CC(/C=C/C(/C=C/C2C=CC=CC=2)=O)=CC=1.[Pd].[Pd]>[Cl:42][C:41]1[C:40]([O:43][CH3:44])=[CH:39][C:38]([O:45][CH3:46])=[C:37]([Cl:47])[C:36]=1[N:27]([CH2:28][O:29][CH2:30][CH2:31][Si:32]([CH3:35])([CH3:33])[CH3:34])[C:25]([N:24]([CH3:48])[C:20]1[CH:19]=[C:18]([NH:13][C:10]2[CH:11]=[CH:12][C:7]([N:1]3[CH2:6][CH2:5][O:4][CH2:3][CH2:2]3)=[CH:8][C:9]=2[N+:14]([O-:16])=[O:15])[N:23]=[CH:22][N:21]=1)=[O:26] |f:3.4.5,7.8.9.10.11|. Procedure: A degassed mixture of 4-morpholin-4-yl-2-nitro-phenylamine (290 g, 1.3 mmol), 1-(6-chloro-pyrimidin-4-yl)-3-(2,6-dichloro-3,5-dimethoxy-phenyl)-1-methyl-3-(2-trimethylsilanyl-ethoxymethyl)-urea (Procedure 2E, step b; 624 g, 1.2 mmol), Pd2(dba)3 (110 g, 0.12 mmol), Xantphos (139 g, 0.24 mmol) and Cs2CO3 (782 g, 2.4 mmol) in toluene (15 mL) was heated at 100° C. for 2.5 hours. The reaction was concentrated, and the residue was purified by chromatography flash on silica to obtain the title compound... Starting materials: IC1=NNC2=NC=C(C=C21)C=2C=C(C=CC2)C(=O)N2CCOCC2 ([3-(3-iodo-1H-pyrazolo[3,4-b]pyridin-5-yl)-phenyl]-morpholin-4-yl-methanone), [H-].[Na+] (sodium hydride), C[Si](C)(C)CCOCCl (trimethylsilylethoxymethyl chloride). Run in CN(C)C=O (DMF). Run at temperature 2.5 celsius, time 4 hour. Product: IC1=NN(C2=NC=C(C=C21)C=2C=C(C=CC2)C(=O)N2CCOCC2)COCC[Si](C)(C)C ({3-[3-iodo-1-(2-trimethylsilanyl-ethoxymethyl)-1H-pyrazolo[3,4-b]pyridin-5-yl]-phenyl}-morpholin-4-yl-methanone), N1(CCOCC1)C(=O)C1=CC(=CC=C1)C1=CC=2C(N=C1)=NN(C2)COCC[Si](C)(C)C (morpholin-4-yl-{3-[2-(2-trimethylsilanyl-ethoxymethyl)-2H-pyrazolo[3,4-b]pyridin-5-yl]-phenyl}-methanone). As a reaction SMILES: [I:1][C:2]1[C:10]2[C:5](=[N:6][CH:7]=[C:8]([C:11]3[CH:12]=[C:13]([C:17]([N:19]4[CH2:24][CH2:23][O:22][CH2:21][CH2:20]4)=[O:18])[CH:14]=[CH:15][CH:16]=3)[CH:9]=2)[NH:4][N:3]=1.[H-].[Na+].[CH3:27][Si:28]([CH2:31][CH2:32][O:33][CH2:34]Cl)([CH3:30])[CH3:29]>CN(C=O)C>[I:1][C:2]1[C:10]2[C:5](=[N:6][CH:7]=[C:8]([C:11]3[CH:12]=[C:13]([C:17]([N:19]4[CH2:20][CH2:21][O:22][CH2:23][CH2:24]4)=[O:18])[CH:14]=[CH:15][CH:16]=3)[CH:9]=2)[N:4]([CH2:34][O:33][CH2:32][CH2:31][Si:28]([CH3:30])([CH3:29])[CH3:27])[N:3]=1.[N:19]1([C:17]([C:13]2[CH:14]=[CH:15][CH:16]=[C:11]([C:8]3[CH:7]=[N:6][C:5]4=[N:4][N:3]([CH2:34][O:33][CH2:32][CH2:31][Si:28]([CH3:30])([CH3:29])[CH3:27])[CH:2]=[C:10]4[CH:9]=3)[CH:12]=2)=[O:18])[CH2:24][CH2:23][O:22][CH2:21][CH2:20]1 |f:1.2|. Procedure: To a solution of [3-(3-iodo-1H-pyrazolo[3,4-b]pyridin-5-yl)-phenyl]-morpholin-4-yl-methanone (2.12 g, 4.88 mmol) in anhydrous DMF (30 mL) was added sodium hydride (60% in mineral oil, 750 mg, 30 mmol) at 0-5° C. The mixture was stirred for a few minutes before trimethylsilylethoxymethyl chloride (2.0 ml, 11 mmol) was added drop wise at the same temperature. The mixture was stirred at 0° C. to room temperature for 4 hours and then cooled to 0-5° C. and quenched by an addition of methanol. The res... The reactants are O=C1NN=C(C=2CCCCC12)CC=1C=C(C=CC1)NC(=O)C1N(CC1)C(=O)OC(C)(C)C (tert-butyl 2-(3-((4-oxo-3,4,5,6,7,8-hexahydrophthalazin-1-yl)methyl)phenylcarbamoyl)azetidine-1-carboxylate), FC(C(=O)O)(F)F (trifluoroacetic acid). Solvent: ClCCl (dichloromethane). Yields the product O=C1NN=C(C=2CCCCC12)CC=1C=C(C=CC1)NC(=O)C1NCC1 (N-(3-((4-oxo-3,4,5,6,7,8-hexahydrophthalazin-1-yl)methyl)phenyl)azetidine-2-carboxamide), FC(C(=O)O)(F)F (trifluoroacetic acid). Reaction SMILES: [O:1]=[C:2]1[C:11]2[CH2:10][CH2:9][CH2:8][CH2:7][C:6]=2[C:5]([CH2:12][C:13]2[CH:14]=[C:15]([NH:19][C:20]([CH:22]3[CH2:25][CH2:24][N:23]3C(OC(C)(C)C)=O)=[O:21])[CH:16]=[CH:17][CH:18]=2)=[N:4][NH:3]1.[F:33][C:34]([F:39])([F:38])[C:35]([OH:37])=[O:36]>ClCCl>[O:1]=[C:2]1[C:11]2[CH2:10][CH2:9][CH2:8][CH2:7][C:6]=2[C:5]([CH2:12][C:13]2[CH:14]=[C:15]([NH:19][C:20]([CH:22]3[CH2:25][CH2:24][NH:23]3)=[O:21])[CH:16]=[CH:17][CH:18]=2)=[N:4][NH:3]1.[F:33][C:34]([F:39])([F:38])[C:35]([OH:37])=[O:36]. Procedure: A solution of EXAMPLE 112A (64 mg) in dichloromethane (4 mL) was treated with trifluoroacetic acid (2 mL) at room temperature for 1 hour. The reaction mixture was concentrated and the residue was purified by HPLC (Zorbax® C-18 ODS packing material [Agilent Technologies, Santa Clara, Calif.], 0.1% trifluoroacetic acid/CH3CN/H2O) to provide the title compound as a trifluoroacetic acid salt. MS (DCI/NH3) m/z 339 (M+H)+; 1H NMR (300 MHz, CD3OD): δ 1.64-1.73 (m, 4H), 2.36-2.44 (m, 2H), 2.46-2.53 (m, ...